From a dataset of the Open Reaction Database (ORD), a public repository of structured organic reaction records. describe an organic reaction: reactants, conditions, products, and yield The reactants are C(C)(C)(C)OC(=O)NC1CCC(CC1)NC1=C2C(=CN=CC2=CC=C1)Cl (N-(tert-butoxycarbonyl)-N′-(4-chloro-5-isoquinolyl)-1,4-cyclohexanediamine), Cl.CO (hydrogen chloride methanol). The product is Cl.ClC1=CN=CC2=CC=CC(=C12)NC1CCC(CC1)N (N-(4-chloro-5-isoquinolyl)-1,4-cyclohexanediamine hydrochloride). Yield: 225.3%. Reaction SMILES: C(OC([NH:8][CH:9]1[CH2:14][CH2:13][CH:12]([NH:15][C:16]2[CH:25]=[CH:24][CH:23]=[C:22]3[C:17]=2[C:18]([Cl:26])=[CH:19][N:20]=[CH:21]3)[CH2:11][CH2:10]1)=O)(C)(C)C.Cl.CO>>[ClH:26].[Cl:26][C:18]1[C:17]2[C:22](=[CH:23][CH:24]=[CH:25][C:16]=2[NH:15][CH:12]2[CH2:13][CH2:14][CH:9]([NH2:8])[CH2:10][CH2:11]2)[CH:21]=[N:20][CH:19]=1 |f:1.2,3.4|. Procedure: According to the method of Example 1, Step C, deprotection was performed (room temperature, 2 hours) by using Intermediate 92 (40.4 mg) and 10% hydrogen chloride/methanol solution (2 ml). The solvent was evaporated under reduced pressure, and the residue was added with methanol (1 ml) and diethyl ether (3 ml). The deposited precipitates were collected by filtration and washed with diethyl ether to obtain the title compound (37.8 mg) as light yellow powdery solid. Reactants: CO, Cl, NO, [Na+], [Na+], O=C([O-])[O-], O, N#CCc1ccccc1. The product is N=C(Cc1ccccc1)NO. RXN SMILES: [CH3:20][OH:21].[ClH:10].[NH2:11][OH:12].[Na+:13].[Na+:14].[O-:15][C:16](=[O:17])[O-:18].[OH2:19].[c:1]1([CH2:7][C:8]#[N:9])[cH:2][cH:3][cH:4][cH:5][cH:6]1>>[c:1]1([CH2:7][C:8](=[NH:9])[NH:11][OH:12])[cH:2][cH:3][cH:4][cH:5][cH:6]1.